From a dataset of the Open Reaction Database (ORD), a public repository of structured organic reaction records. describe an organic reaction: reactants, conditions, products, and yield The reactants are CC(C)(C)S(=O)NC(Cc1ccccc1)(c1cc(F)cc(OC(F)(F)C(F)F)c1)c1ccc(O)c(F)c1, CC(C)I, [K+], [K+], O=C([O-])[O-], CN(C)C=O. Product: CC(C)Oc1ccc(C(Cc2ccccc2)(NS(=O)C(C)(C)C)c2cc(F)cc(OC(F)(F)C(F)F)c2)cc1F. Reaction SMILES: [F:1][c:2]1[cH:3][c:4]([C:9]([CH2:10][c:11]2[cH:12][cH:13][cH:14][cH:15][cH:16]2)([c:17]2[cH:18][c:19]([F:30])[cH:20][c:21]([O:23][C:24]([CH:25]([F:26])[F:27])([F:28])[F:29])[cH:22]2)[NH:31][S:32](=[O:33])[C:34]([CH3:35])([CH3:36])[CH3:37])[cH:5][cH:6][c:7]1[OH:8].[I:44][CH:45]([CH3:46])[CH3:47].[K+:38].[K+:39].[O-:40][C:41]([O-:42])=[O:43].[O:48]=[CH:49][N:50]([CH3:51])[CH3:52]>>[F:1][c:2]1[cH:3][c:4]([C:9]([CH2:10][c:11]2[cH:12][cH:13][cH:14][cH:15][cH:16]2)([c:17]2[cH:18][c:19]([F:30])[cH:20][c:21]([O:23][C:24]([CH:25]([F:26])[F:27])([F:28])[F:29])[cH:22]2)[NH:31][S:32](=[O:33])[C:34]([CH3:35])([CH3:36])[CH3:37])[cH:5][cH:6][c:7]1[O:8][CH:45]([CH3:46])[CH3:47]. Reactants: C(C)(C)(C)OC(=O)NC(C(=O)OCC)CC=1C(=NOC1C(=O)OCC)OCC1=CC=CC=C1 (ethyl (RS)-2-[(tert-butoxycarbonyl)amino]-3-[3-benzyloxy-5-(ethoxycarbonyl)isoxazol-4-yl]propionate), Cl (HCl). Solvent: [OH-].[Na+] (NaOH). Run at temperature 5 celsius. Product: NC(C(=O)O)CC=1C(=NOC1C(=O)O)OCC1=CC=CC=C1 ((RS)-2-amino-3-(3-benzyloxy-5-carboxyisoxazol-4-yl)propionic acid). Isolated yield 23.3%. RXN SMILES: C(OC([NH:8][CH:9]([CH2:15][C:16]1[C:17]([O:26][CH2:27][C:28]2[CH:33]=[CH:32][CH:31]=[CH:30][CH:29]=2)=[N:18][O:19][C:20]=1[C:21]([O:23]CC)=[O:22])[C:10]([O:12]CC)=[O:11])=O)(C)(C)C.Cl>[OH-].[Na+]>[NH2:8][CH:9]([CH2:15][C:16]1[C:17]([O:26][CH2:27][C:28]2[CH:33]=[CH:32][CH:31]=[CH:30][CH:29]=2)=[N:18][O:19][C:20]=1[C:21]([OH:23])=[O:22])[C:10]([OH:12])=[O:11] |f:2.3|. Procedure details: A mixture of ethyl (RS)-2-[(tert-butoxycarbonyl)amino]-3-[3-benzyloxy-5-(ethoxycarbonyl)isoxazol-4-yl]propionate (0.65 mg, 1.4 mmol) and 1 M NaOH (50 mL) was boiled under reflux for 16 h. The mixture was cooled (5° C.), acidified with dilute aqueous HCl, and concentrated in vacuo. The residue was recrystallized from water to give (RS)-2-amino-3-(3-benzyloxy-5-carboxyisoxazol-4-yl)propionic acid (0.1 g, 23%): mp 209-211° C. (dec); 1H NMR (DMSO-d6) δ2.95 (dd, 1 H), 3.05 (dd, 1 H), 3.99 (t, 1 H), 5... Starting materials: C(C1=CC=CC=C1)OC(NCCCCC1=CC=C(C=C1)CCCCN(C[C@@H](C1=CC(=C(C=C1)OCC1=CC=CC=C1)CO)O)C[C@H](O)C1=CC(=C(C=C1)OCC1=CC=CC=C1)CO)=O ({4-[4-(4-{Bis-[2-(4-benzyloxy-3-hydroxymethylphenyl)-2-(R)-hydroxyethyl]amino}butyl)phenyl]butyl}carbamic acid benzyl ester). The reagents and catalysts are [Pd] (palladium). The solvent is C(C)O (ethanol). Reaction conditions: time 24 hour. Yields the product OC1=C(C=C(C=C1)[C@H](CN(CCCCC1=CC=C(C=C1)CCCCN)C[C@@H](C1=CC(=C(C=C1)O)CO)O)O)CO ({4-[4-(4-{Bis-[2-(4-hydroxy-3-hydroxymethylphenyl)-2-(R)-hydroxyethyl]amino}-butyl)phenyl]butyl}amine). Yield: 29.1%. RXN SMILES: C(OC(=O)[NH:10][CH2:11][CH2:12][CH2:13][CH2:14][C:15]1[CH:20]=[CH:19][C:18]([CH2:21][CH2:22][CH2:23][CH2:24][N:25]([CH2:45][C@@H:46]([C:48]2[CH:53]=[CH:52][C:51]([O:54]CC3C=CC=CC=3)=[C:50]([CH2:62][OH:63])[CH:49]=2)[OH:47])[CH2:26][C@H:27]([OH:44])[C:28]2[CH:33]=[CH:32][C:31]([O:34]CC3C=CC=CC=3)=[C:30]([CH2:42][OH:43])[CH:29]=2)=[CH:17][CH:16]=1)C1C=CC=CC=1>[Pd].C(O)C>[OH:54][C:51]1[CH:52]=[CH:53][C:48]([C@@H:46]([OH:47])[CH2:45][N:25]([CH2:26][C@H:27]([OH:44])[C:28]2[CH:33]=[CH:32][C:31]([OH:34])=[C:30]([CH2:42][OH:43])[CH:29]=2)[CH2:24][CH2:23][CH2:22][CH2:21][C:18]2[CH:17]=[CH:16][C:15]([CH2:14][CH2:13][CH2:12][CH2:11][NH2:10])=[CH:20][CH:19]=2)=[CH:49][C:50]=1[CH2:62][OH:63]. Reported procedure: A suspension containing 65 (250 mg, 0.28 mmol) and palladium catalyst (10% Pd on carbon, 50% wet, 100 mg, 0.94 mmol) in ethanol (10 mL) was bubbled with nitrogen for 20 min. The reaction mixture was vacuumed, then charged with H2 gas (1 atm), and allowed to stir at room temperature for 24 h. The suspension was filtered and the filtrate was concentrated in vacuo. The resulting residue was purified by column chromatography eluting with a mixture of 0-20% (10% concentrated ammonium hydroxide in met... Reactants: Cl (HCl), Cl.Cl.C(CCC)C=1N=NC(=CC1C=1C=CC(=C(C1)NC(C)=O)OC1CCCCC1)OC1CCN(CC1)C (N-{5-[3-butyl-6-(1-methyl-piperidin-4-yloxy)-pyridazin-4-yl]-2-cyclohexyloxy-phenyl}-acetamide dihydrochloride), C(C)(C)(C)N=C=O (tert-butyl isocyanate). The solvent is CCOCC (ether), C1CCOC1 (THF), C(Cl)Cl (DCM). Run at time 10 minute. Yields the product Cl.Cl.C(C)(C)(C)NC(=O)NC1=C(C=CC(=C1)C1=C(N=NC(=C1)OC1CCN(CC1)C)CCCC)OC1CCCCC1 (1-tert-Butyl-3-{5-[3-butyl-6-(1-methyl-piperidin-4-yloxy)-pyridazin-4-yl]-2-cyclohexyloxy-phenyl}-urea dihydrochloride). Yield: 126.4%. Reaction SMILES: [ClH:1].Cl.[CH2:3]([C:7]1[N:8]=[N:9][C:10]([O:30][CH:31]2[CH2:36][CH2:35][N:34]([CH3:37])[CH2:33][CH2:32]2)=[CH:11][C:12]=1[C:13]1[CH:14]=[CH:15][C:16]([O:23][CH:24]2[CH2:29][CH2:28][CH2:27][CH2:26][CH2:25]2)=[C:17]([NH:19][C:20](=[O:22])C)[CH:18]=1)[CH2:4][CH2:5][CH3:6].[C:38]([N:42]=C=O)([CH3:41])([CH3:40])[CH3:39].Cl>C1COCC1.C(Cl)Cl.CCOCC>[ClH:1].[ClH:1].[C:38]([NH:42][C:20]([NH:19][C:17]1[CH:18]=[C:13]([C:12]2[CH:11]=[C:10]([O:30][CH:31]3[CH2:32][CH2:33][N:34]([CH3:37])[CH2:35][CH2:36]3)[N:9]=[N:8][C:7]=2[CH2:3][CH2:4][CH2:5][CH3:6])[CH:14]=[CH:15][C:16]=1[O:23][CH:24]1[CH2:29][CH2:28][CH2:27][CH2:26][CH2:25]1)=[O:22])([CH3:41])([CH3:40])[CH3:39] |f:0.1.2,8.9.10|. Reported procedure: To a solution of 5-[3-butyl-6-(1-methyl-piperidin-4-yloxy)-pyridazin-4-yl]-2-cyclohexyloxy-phenylamine (Example 62, 0.5 mmol, 219 mg) in dry THF (1.0 mL) was added tert-butyl isocyanate (1.5 mmol, 149 mg), and the mixture was stirred at room temperature over night. It was then condensed in vacuo and the residue was purified by silica gel chromatography (DCM to DCM+10% 2N NH3 in MeOH) to give a colorless sticky solid, which was dissolved in DCM (5.0 mL), 2N HCl in ether (5.0 mL) was added, kept a... The reactants are CCCCN(c1cccc(-c2ccc(C(F)(F)F)cc2)c1)S(=O)(=O)c1ccc(OCC(=O)OCC)c(C)c1, CO, [Na+], C1CCOC1, [OH-]. The product is CCCCN(c1cccc(-c2ccc(C(F)(F)F)cc2)c1)S(=O)(=O)c1ccc(OCC(=O)O)c(C)c1. Reaction SMILES: [CH2:1]([CH2:2][CH2:3][CH3:4])[N:5]([S:6](=[O:7])(=[O:8])[c:9]1[cH:10][c:11]([CH3:22])[c:12]([O:13][CH2:14][C:15](=[O:16])[O:17][CH2:18][CH3:19])[cH:20][cH:21]1)[c:23]1[cH:24][c:25](-[c:29]2[cH:30][cH:31][c:32]([C:35]([F:36])([F:37])[F:38])[cH:33][cH:34]2)[cH:26][cH:27][cH:28]1.[CH3:41][OH:42].[Na+:40].[O:43]1[CH2:44][CH2:45][CH2:46][CH2:47]1.[OH-:39]>>[CH2:1]([CH2:2][CH2:3][CH3:4])[N:5]([S:6](=[O:7])(=[O:8])[c:9]1[cH:10][c:11]([CH3:22])[c:12]([O:13][CH2:14][C:15](=[O:16])[OH:17])[cH:20][cH:21]1)[c:23]1[cH:24][c:25](-[c:29]2[cH:30][cH:31][c:32]([C:35]([F:36])([F:37])[F:38])[cH:33][cH:34]2)[cH:26][cH:27][cH:28]1. Starting materials: C([O-])(O)=O.[Na+] (sodium bicarbonate), C(C)(C)(C)N1N=CC=C1NC1=CC=CC(=N1)CC1(CCNCC1)C(=O)OCC (ethyl 4-((6-((1-tert-butyl-1H-pyrazol-5-yl)amino)pyridin-2-yl)methyl)piperidine-4-carboxylate), ClC=1C(=C(C(=O)O)C=CC1)F (3-chloro-2-fluorobenzoic acid), O.OC1=CC=CC=2NN=NC21 (hydroxybenzotriazole hydrate), Cl.CN(CCCN=C=NCC)C (1-(3-dimethylaminopropyl)-3-ethylcarbodiimide hydrochloride). Procedure: To a solution of 230 mg of ethyl 4-((6-((1-tert-butyl-1H-pyrazol-5-yl)amino)pyridin-2-yl)methyl)piperidine-4-carboxylate in 10 ml of chloroform were added 156 mg of 3-chloro-2-fluorobenzoic acid, 137 mg of hydroxybenzotriazole hydrate and 229 mg of 1-(3-dimethylaminopropyl)-3-ethylcarbodiimide hydrochloride at room temperature, followed by stirring the reaction mixture at room temperature overnight. The reaction mixture was poured into saturated aqueous sodium bicarbonate solution, and extracted... The product is C(C)(C)(C)N1N=CC=C1NC1=CC=CC(=N1)CC1(CCN(CC1)C(C1=C(C(=CC=C1)Cl)F)=O)C(=O)OCC (ethyl 4-((6-((1-tert-butyl-1H-pyrazol-5-yl)amino)pyridin-2-yl)methyl)-1-(3-chloro-2-fluorobenzoyl)piperidine-4-carboxylate). RXN SMILES: [C:1]([N:5]1[C:9]([NH:10][C:11]2[N:16]=[C:15]([CH2:17][C:18]3([C:24]([O:26][CH2:27][CH3:28])=[O:25])[CH2:23][CH2:22][NH:21][CH2:20][CH2:19]3)[CH:14]=[CH:13][CH:12]=2)=[CH:8][CH:7]=[N:6]1)([CH3:4])([CH3:3])[CH3:2].[Cl:29][C:30]1[C:31]([F:39])=[C:32]([CH:36]=[CH:37][CH:38]=1)[C:33](O)=[O:34].O.OC1C2N=NNC=2C=CC=1.Cl.CN(C)CCCN=C=NCC.C(=O)(O)[O-].[Na+]>C(Cl)(Cl)Cl>[C:1]([N:5]1[C:9]([NH:10][C:11]2[N:16]=[C:15]([CH2:17][C:18]3([C:24]([O:26][CH2:27][CH3:28])=[O:25])[CH2:23][CH2:22][N:21]([C:33](=[O:34])[C:32]4[CH:36]=[CH:37][CH:38]=[C:30]([Cl:29])[C:31]=4[F:39])[CH2:20][CH2:19]3)[CH:14]=[CH:13][CH:12]=2)=[CH:8][CH:7]=[N:6]1)([CH3:3])([CH3:4])[CH3:2] |f:2.3,4.5,6.7|. Run at time 8 hour. Run in C(Cl)(Cl)Cl (chloroform).